Task: describe an organic reaction: reactants, conditions, products, and yield. Dataset: the Open Reaction Database (ORD), a public repository of structured organic reaction records Starting materials: O=C(O)c1cc2ccccc2s1, COc1ccc(N)cn1. Reagents/catalysts: C1CCN(C1)[P+](N2CCCC2)(N3CCCC3)Cl.F[P-](F)(F)(F)(F)F (PyCloP), CCN(C(C)C)C(C)C (DIPEA). Solvent: CN(C)C=O (DMF), CN(C)C=O (DMF), CN(C)C=O (DMF), CN(C)C=O (DMF), CN(C)C=O (DMF), CN(C)C=O (DMF). Run at temperature 25 celsius, time 2 hour. The product is COc1ccc(NC(=O)c2cc3ccccc3s2)cn1. Isolated yield 7.3%. RXN SMILES: COc1ccc(N)cn1.O=C(O)c1cc2ccccc2s1.C1CCN(C1)[P+](N2CCCC2)(N3CCCC3)Cl.F[P-](F)(F)(F)(F)F.CCN(C(C)C)C(C)C.CN(C)C=O>>COc1ccc(NC(=O)c2cc3ccccc3s2)cn1. Procedure: The compound (4.32 g) obtained in Example 48 was dissolved in tetrahydrofuran (80 ml) and a 5% aqueous sodium hydroxide solution (80 ml) was added, after which the solution was stirred at room temperature for one hour. The reaction mixture was concentrated under reduced pressure and then filtered, after which the solid materials were washed with ethyl acetate and water. The filtrate was concentrated and thereafter the solid materials were again separated by filtration and then washed with ethyl ... As a reaction SMILES: [F:1][C:2]1[CH:7]=[C:6]([CH:8]([C:10]2[CH:14]=[C:13]([N:15]=[C:16]([NH2:26])[NH:17][CH2:18][CH2:19][O:20][CH2:21][C:22]([O:24]C)=[O:23])[O:12][N:11]=2)[CH3:9])[CH:5]=[CH:4][C:3]=1[C:27]1[CH:32]=[CH:31][CH:30]=[CH:29][CH:28]=1.[OH-].[Na+:34]>O1CCCC1>[F:1][C:2]1[CH:7]=[C:6]([CH:8]([C:10]2[CH:14]=[C:13]([N:15]=[C:16]([NH2:26])[NH:17][CH2:18][CH2:19][O:20][CH2:21][C:22]([O-:24])=[O:23])[O:12][N:11]=2)[CH3:9])[CH:5]=[CH:4][C:3]=1[C:27]1[CH:32]=[CH:31][CH:30]=[CH:29][CH:28]=1.[Na+:34] |f:1.2,4.5|. The solvent is O1CCCC1 (tetrahydrofuran). Conditions: time 1 hour. Product: FC1=C(C=CC(=C1)C(C)C1=NOC(=C1)N=C(NCCOCC(=O)[O-])N)C1=CC=CC=C1.[Na+] (Sodium [2-(N'-{3-[1-(2-fluoro-biphenyl-4-yl)-ethyl]-isoxazol-5-yl}-guanidino)-ethoxy]-acetate). The reactants are FC1=C(C=CC(=C1)C(C)C1=NOC(=C1)N=C(NCCOCC(=O)OC)N)C1=CC=CC=C1 (Methyl [2-(N'-{3-[1-(2-fluoro-biphenyl-4-yl)-ethyl]-isoxazol-5-yl}-guanidino)-ethoxyl]-acetate), [OH-].[Na+] (sodium hydroxide). Reactants: O=C(C=Cc1ccccc1)Nc1cccc(Br)c1, O=C(Cl)C=Cc1ccccc1, Nc1cccc(F)c1, Cc1cccc(C)n1. Product: O=C(C=Cc1ccccc1)Nc1cccc(F)c1. As a reaction SMILES: [Br:28][c:29]1[cH:30][c:31]([NH:32][C:33](=[O:34])[CH:35]=[CH:36][c:37]2[cH:38][cH:39][cH:40][cH:41][cH:42]2)[cH:43][cH:44][cH:45]1.[C:9]([CH:10]=[CH:11][c:12]1[cH:13][cH:14][cH:15][cH:16][cH:17]1)(=[O:18])[Cl:19].[NH2:1][c:2]1[cH:3][cH:4][cH:5][c:6]([F:7])[cH:8]1.[n:20]1[c:21]([CH3:22])[cH:23][cH:24][cH:25][c:26]1[CH3:27]>>[NH:1]([c:2]1[cH:3][cH:4][cH:5][c:6]([F:7])[cH:8]1)[C:9]([CH:10]=[CH:11][c:12]1[cH:13][cH:14][cH:15][cH:16][cH:17]1)=[O:18]. Starting materials: C(C(=O)O)(=O)O.C1(=CC=CC=C1)C(=C1CCN(CC1)CCCOC1=CC=CC=C1)C1=CC=CC=C1 (4-(Diphenylmethylene)-1-(3-phenoxypropyl)piperidine oxalate), FC1=CC=C(C=C1)C(O)(C1CCNCC1)C1=CC=C(C=C1)F (α, α-bis(p-fluorophenyl)-4-piperidinemethanol), C(C)OC(C1=CC(=CC=C1)OCCCCl)=O (3-(3-chloropropoxy)benzoic acid ethyl ester), C([O-])([O-])=O.[Na+].[Na+] (sodium carbonate), [I-].[K+] (potassium iodide), C(\C=C\C(=O)O)(=O)O (fumaric acid). Run in CN(C=O)C (dimethylformamide). Product: C(\C=C\C(=O)O)(=O)O.C(C)OC(C1=CC(=CC=C1)OCCCN1CCC(CC1)C(O)(C1=CC=C(C=C1)F)C1=CC=C(C=C1)F)=O (3-[3-[4-[Bis(4-fluorophenyl)hydroxymethyl]-1-piperidinyl]propoxy]-benzoic acid ethyl ester fumarate). Isolated yield 67.0%. Reaction SMILES: C(O)(=O)C(O)=O.C1(C(C2C=CC=CC=2)=C2CCN(CCCOC3C=CC=CC=3)CC2)C=CC=CC=1.[F:36][C:37]1[CH:42]=[CH:41][C:40]([C:43]([C:51]2[CH:56]=[CH:55][C:54]([F:57])=[CH:53][CH:52]=2)([CH:45]2[CH2:50][CH2:49][NH:48][CH2:47][CH2:46]2)[OH:44])=[CH:39][CH:38]=1.[CH2:58]([O:60][C:61](=[O:73])[C:62]1[CH:67]=[CH:66][CH:65]=[C:64]([O:68][CH2:69][CH2:70][CH2:71]Cl)[CH:63]=1)[CH3:59].C(=O)([O-])[O-].[Na+].[Na+].[I-].[K+].[C:82]([OH:89])(=[O:88])/[CH:83]=[CH:84]/[C:85]([OH:87])=[O:86]>CN(C)C=O>[C:82]([OH:89])(=[O:88])/[CH:83]=[CH:84]/[C:85]([OH:87])=[O:86].[CH2:58]([O:60][C:61](=[O:73])[C:62]1[CH:67]=[CH:66][CH:65]=[C:64]([O:68][CH2:69][CH2:70][CH2:71][N:48]2[CH2:47][CH2:46][CH:45]([C:43]([C:51]3[CH:52]=[CH:53][C:54]([F:57])=[CH:55][CH:56]=3)([C:40]3[CH:41]=[CH:42][C:37]([F:36])=[CH:38][CH:39]=3)[OH:44])[CH2:50][CH2:49]2)[CH:63]=1)[CH3:59] |f:0.1,4.5.6,7.8,11.12|. Procedure details: This compound was prepared according to the procedure used to synthesize the compound of Example 1. A mixture of 3.0 g (0.01 mole) of α, α-bis(p-fluorophenyl)-4-piperidinemethanol, 2.4 g (0.01 mole) of 3-(3-chloropropoxy)benzoic acid ethyl ester, 3.7 g (0.035 mole) of anhydrous sodium carbonate and 0.4 g of potassium iodide in 100 ml of dimethylformamide gave a gum as residue. The gum was converted to the fumaric acid salt and the solid was recrystallized from acetonitrile to yield 4.2 g (67%) o... RXN SMILES: [CH2:1]([O:3][P:4]([CH2:13][C:14]#[N:15])([C:6]1[CH:11]=[CH:10][C:9]([F:12])=[CH:8][CH:7]=1)=[O:5])[CH3:2].C(=O)([O-])[O-].[K+].[K+].Br[CH2:23][CH2:24]Br>CS(C)=O>[CH2:1]([O:3][P:4]([C:13]1([C:14]#[N:15])[CH2:24][CH2:23]1)([C:6]1[CH:11]=[CH:10][C:9]([F:12])=[CH:8][CH:7]=1)=[O:5])[CH3:2] |f:1.2.3|. Starting materials: C([O-])([O-])=O.[K+].[K+] (potassium carbonate), BrCCBr (1,2-dibromoethane), C(C)OP(=O)(C1=CC=C(C=C1)F)CC#N (ethyl(cyanomethyl)(4-fluorophenyl)phosphinate). Yields the product C(C)OP(=O)(C1=CC=C(C=C1)F)C1(CC1)C#N (Ethyl(1-cyanocyclopropyl)(4-fluorophenyl)phosphinate). Run at time 4 hour. The solvent is CS(=O)C (DMSO). Procedure details: 0.470 g of ethyl(cyanomethyl)(4-fluorophenyl)phosphinate was initially charged in 20 ml of DMSO, and 0.572 g (4.138 mmol) of potassium carbonate and then 0.388 g of 1,2-dibromoethane were added. The mixture was stirred at room temperature for 4 h and then at 50° C. for 2 h. The reaction mixture was concentrated, taken up in dichloromethane and washed with H2O. The reactants are COC=O, Cc1ccccc1, N#Cc1ccc(Cl)nc1. Product: O=CNCc1ccc(Cl)nc1. As a reaction SMILES: [CH3:10][O:11][CH:12]=[O:13].[CH3:14][c:15]1[cH:16][cH:17][cH:18][cH:19][cH:20]1.[Cl:1][c:2]1[n:3][cH:4][c:5]([C:8]#[N:9])[cH:6][cH:7]1>>[Cl:1][c:2]1[n:3][cH:4][c:5]([CH2:8][NH:9][CH:10]=[O:11])[cH:6][cH:7]1. Starting materials: CCN(C(C)C)C(C)C (DIEA), C(=O)(C(F)(F)F)O.C(Cl)(Cl)Cl (TFA CHCl3), C(C)(C)(C)OC(=O)N1CCC(CC1)C1=NC=NC2=CC(=CC=C12)OCCCNS(=O)(=O)CC (4-[7-(3-ethanesulfonylamino-propoxy)-quinazolin-4-yl]-piperidine-1-carboxylic acid tert-butyl ester), [N+](=O)([O-])C1=CC=C(C=C1)OC(NC1=CC=C(C=C1)OC(C)C)=O ((4-isopropoxy-phenyl)-carbamic acid 4-nitro-phenyl ester), [Al] (aluminum). Run in C(Cl)(Cl)Cl (CHCl3), C(Cl)Cl.CC(=O)C (DCM acetone). Conditions: time 8 hour. Product: C(C)(C)OC1=CC=C(C=C1)NC(=O)N1CCC(CC1)C1=NC=NC2=CC(=CC=C12)OCCCNS(=O)(=O)C (4-[7-(3-Methanesulfonylamino-propoxy)-quinazolin-4-yl]-piperidine-1-carboxylic acid (4-isopropoxy-phenyl)-amide). Reaction SMILES: C(O)(C(F)(F)F)=O.C(Cl)(Cl)Cl.C(O[C:17]([N:19]1[CH2:24][CH2:23][CH:22]([C:25]2[C:34]3[C:29](=[CH:30][C:31]([O:35][CH2:36][CH2:37][CH2:38][NH:39][S:40]([CH2:43]C)(=[O:42])=[O:41])=[CH:32][CH:33]=3)[N:28]=[CH:27][N:26]=2)[CH2:21][CH2:20]1)=[O:18])(C)(C)C.[Al].CCN(C(C)C)C(C)C.[N+](C1C=CC(OC(=O)[NH:66][C:67]2[CH:72]=[CH:71][C:70]([O:73][CH:74]([CH3:76])[CH3:75])=[CH:69][CH:68]=2)=CC=1)([O-])=O>C(Cl)Cl.CC(C)=O.C(Cl)(Cl)Cl>[CH:74]([O:73][C:70]1[CH:71]=[CH:72][C:67]([NH:66][C:17]([N:19]2[CH2:20][CH2:21][CH:22]([C:25]3[C:34]4[C:29](=[CH:30][C:31]([O:35][CH2:36][CH2:37][CH2:38][NH:39][S:40]([CH3:43])(=[O:41])=[O:42])=[CH:32][CH:33]=4)[N:28]=[CH:27][N:26]=3)[CH2:23][CH2:24]2)=[O:18])=[CH:68][CH:69]=1)([CH3:76])[CH3:75] |f:0.1,6.7|. Procedure: A premixed solution of 1:1 TFA/CHCl3 (80 μL, 539 μmol TFA) was added to 4-[7-(3-ethanesulfonylamino-propoxy)-quinazolin-4-yl]-piperidine-1-carboxylic acid tert-butyl ester (38.7 mg, 83.4 μmol), prepared as described in the previous step, and the tightly capped reaction was stirred under air at 100° C. (aluminum block) for 10 min. After cooling to rt, DIEA (117 μL, 709 μmol) was added dropwise, followed by CHCl3 (0.5 mL), and the resulting homogeneous solution was stirred at rt while (4-isopropox...